This data is from the Open Reaction Database (ORD), a public repository of structured organic reaction records. The task is: describe an organic reaction: reactants, conditions, products, and yield Reactants: CC(=O)O, NC1CC1, O=C1CCC(c2cccnc2)CC1. Yields the product c1cncc(C2CCC(NC3CC3)CC2)c1. As a reaction SMILES: [CH3:18][C:19](=[O:20])[OH:21].[CH:1]1([NH2:4])[CH2:2][CH2:3]1.[n:5]1[cH:6][c:7]([CH:11]2[CH2:12][CH2:13][C:14](=[O:17])[CH2:15][CH2:16]2)[cH:8][cH:9][cH:10]1>>[CH:1]1([NH:4][CH:14]2[CH2:13][CH2:12][CH:11]([c:7]3[cH:6][n:5][cH:10][cH:9][cH:8]3)[CH2:16][CH2:15]2)[CH2:2][CH2:3]1.